Task: describe an organic reaction: reactants, conditions, products, and yield. Dataset: the Open Reaction Database (ORD), a public repository of structured organic reaction records Starting materials: CO, O=C(O)c1c(O)cccc1O, O=S(=O)(O)O. The product is COC(=O)c1c(O)cccc1O. RXN SMILES: [CH3:17][OH:18].[OH:6][c:7]1[c:8]([C:9](=[O:10])[OH:11])[c:12]([OH:16])[cH:13][cH:14][cH:15]1.[S:1](=[O:2])(=[O:3])([OH:4])[OH:5]>>[OH:6][c:7]1[c:8]([C:9](=[O:10])[O:11][CH3:17])[c:12]([OH:16])[cH:13][cH:14][cH:15]1. Reactants: Cl.NC(N1CCC(CC1)C(=O)OCC)=N (ethyl 1-[amino(imino)methyl]piperidine-4-carboxylate hydrochloride), ClC(Cl)(Cl)S (perchloromethyl mercaptan), [OH-].[Na+] (sodium hydroxide). Solvent: ClCCl (dichloromethane), O (water). The product is ClC1=NC(=NS1)N1CCC(CC1)C(=O)OCC (Ethyl 1-(5-chloro-1,2,4-thiadiazol-3-yl)piperidine-4-carboxylate). Isolated yield 62.7%. As a reaction SMILES: Cl.[NH2:2][C:3](=[NH:15])[N:4]1[CH2:9][CH2:8][CH:7]([C:10]([O:12][CH2:13][CH3:14])=[O:11])[CH2:6][CH2:5]1.[Cl:16][C:17]([SH:20])(Cl)Cl.[OH-].[Na+]>ClCCl.O>[Cl:16][C:17]1[S:20][N:2]=[C:3]([N:4]2[CH2:5][CH2:6][CH:7]([C:10]([O:12][CH2:13][CH3:14])=[O:11])[CH2:8][CH2:9]2)[N:15]=1 |f:0.1,3.4|. Reported procedure: To a solution of ethyl 1-[amino(imino)methyl]piperidine-4-carboxylate hydrochloride (1.50 g, 6.36 mmol) and perchloromethyl mercaptan (1.37 ml, 12.7 mmol) in dichloromethane (40 ml) was added dropwise a solution of sodium hydroxide (2.04 g, 50.9 mmol) in water (6 ml) under ice-cooling. Then, the reaction mixture was stirred under ice-cooling for 1 hour and at room temperature for 1 hour. The organic layer was separated, washed with water, and then dried over anhydrous magnesium sulfate. The solv... Starting materials: CC(C)OC(C)C, OC1(c2ccc(C(F)(F)F)cc2)CCC2(CC1)OCCO2. Yields the product O=C1CCC(O)(c2ccc(C(F)(F)F)cc2)CC1. RXN SMILES: [CH:22]([O:23][CH:24]([CH3:25])[CH3:26])([CH3:27])[CH3:28].[F:1][C:2]([c:3]1[cH:4][cH:5][c:6]([C:9]2([OH:19])[CH2:10][CH2:11][C:12]3([O:13][CH2:16][CH2:15][O:14]3)[CH2:17][CH2:18]2)[cH:7][cH:8]1)([F:20])[F:21]>>[F:1][C:2]([c:3]1[cH:4][cH:5][c:6]([C:9]2([OH:19])[CH2:10][CH2:11][C:12](=[O:13])[CH2:17][CH2:18]2)[cH:7][cH:8]1)([F:20])[F:21]. Reactants: CC(=O)OCc1c(Br)cc(F)cc1Br, O=C([O-])[O-], C1COCCO1, CC1(C)Cc2cc3n(c2C1)CCNC3=O, CCOC(C)=O, O=C(C=Cc1ccccc1)C=Cc1ccccc1, O=C(C=Cc1ccccc1)C=Cc1ccccc1, O=C(C=Cc1ccccc1)C=Cc1ccccc1, [Cs+], [Cs+], O, [Pd], [Pd]. Product: CC(=O)OCc1c(Br)cc(F)cc1N1CCn2c(cc3c2CC(C)(C)C3)C1=O. RXN SMILES: [C:16]([CH3:17])(=[O:18])[O:19][CH2:20][c:21]1[c:22]([Br:29])[cH:23][c:24]([F:28])[cH:25][c:26]1[Br:27].[C:30](=[O:31])([O-:32])[O-:33].[CH2:37]1[O:38][CH2:39][CH2:40][O:41][CH2:42]1.[CH3:1][C:2]1([CH3:15])[CH2:3][c:4]2[n:5]3[c:10]([cH:11][c:12]2[CH2:13]1)[C:9](=[O:14])[NH:8][CH2:7][CH2:6]3.[CH3:99][CH2:100][O:101][C:102](=[O:103])[CH3:104].[CH:45](=[CH:46][C:47]([CH:48]=[CH:49][c:50]1[cH:51][cH:52][cH:53][cH:54][cH:55]1)=[O:56])[c:57]1[cH:58][cH:59][cH:60][cH:61][cH:62]1.[CH:63](=[CH:64][C:65]([CH:66]=[CH:67][c:68]1[cH:69][cH:70][cH:71][cH:72][cH:73]1)=[O:74])[c:75]1[cH:76][cH:77][cH:78][cH:79][cH:80]1.[CH:81](=[CH:82][C:83]([CH:84]=[CH:85][c:86]1[cH:87][cH:88][cH:89][cH:90][cH:91]1)=[O:92])[c:93]1[cH:94][cH:95][cH:96][cH:97][cH:98]1.[Cs+:34].[Cs+:35].[OH2:36].[Pd:43].[Pd:44]>>[CH3:1][C:2]1([CH3:15])[CH2:3][c:4]2[n:5]3[c:10]([cH:11][c:12]2[CH2:13]1)[C:9](=[O:14])[N:8]([c:22]1[c:21]([CH2:20][O:19][C:16]([CH3:17])=[O:18])[c:26]([Br:27])[cH:25][c:24]([F:28])[cH:23]1)[CH2:7][CH2:6]3. The reactants are C(C)(C)(C)OC(=O)N1CCN(CC1)C(C1=C(C=CC(=C1)Cl)Cl)=O (4-(2,5-dichloro-benzoyl)-piperazine-1-carboxylic acid tert-butyl ester), Cl (HCl). Solvent: O1CCOCC1 (1,4-dioxane), O1CCOCC1 (Dioxane). Conditions: time 15 minute. The product is Cl.ClC1=C(C=C(C=C1)Cl)N1CCN(CC1)C=O (4-(2,5-dichloro-phenyl)-piperazin-1-yl-methanone.hydrochloride). Yield: 196.1%. Reaction SMILES: C(O[C:6]([N:8]1[CH2:13][CH2:12][N:11]([C:14](=O)[C:15]2C=[C:19]([Cl:21])[CH:18]=[CH:17][C:16]=2[Cl:22])[CH2:10][CH2:9]1)=[O:7])(C)(C)C.Cl>O1CCOCC1>[ClH:21].[Cl:21][C:19]1[CH:18]=[CH:17][C:16]([Cl:22])=[CH:15][C:14]=1[N:11]1[CH2:10][CH2:9][N:8]([CH:6]=[O:7])[CH2:13][CH2:12]1 |f:3.4|. Procedure details: A solution of 4-(2,5-dichloro-benzoyl)-piperazine-1-carboxylic acid tert-butyl ester (390 mg, 1.08 mmol) in 1,4-dioxane (1 mL) was cooled to 0° C. Dioxane.HCl (1 mL) was then added and the resulting mixture stirred for 15 minutes. The reaction mixture was then concentrated under reduced pressure to afford a solid, which was washed with ether and dried to afford 313 mg (97%) of 4-(2,5-dichloro-phenyl)-piperazin-1-yl-methanone.hydrochloride, LCMS: 296.01 (M+1)+, 96.09%. Starting materials: CC(C)(C)c1ccc(C=NO)cc1, O=C([O-])[O-], COC(=O)c1ccc(CBr)cc1Br, CC(C)=O, [Cs+], [Cs+]. Yields the product COC(=O)c1ccc(CON=Cc2ccc(C(C)(C)C)cc2)cc1Br. As a reaction SMILES: [C:14]([CH3:15])([CH3:16])([CH3:17])[c:18]1[cH:19][cH:20][c:21]([CH:22]=[N:23][OH:24])[cH:25][cH:26]1.[C:27](=[O:28])([O-:29])[O-:30].[CH3:1][O:2][C:3]([c:4]1[c:5]([Br:12])[cH:6][c:7]([CH2:10][Br:11])[cH:8][cH:9]1)=[O:13].[CH3:33][C:34](=[O:35])[CH3:36].[Cs+:31].[Cs+:32]>>[CH3:1][O:2][C:3]([c:4]1[c:5]([Br:12])[cH:6][c:7]([CH2:10][O:24][N:23]=[CH:22][c:21]2[cH:20][cH:19][c:18]([C:14]([CH3:15])([CH3:16])[CH3:17])[cH:26][cH:25]2)[cH:8][cH:9]1)=[O:13].